Dataset: the Open Reaction Database (ORD), a public repository of structured organic reaction records. Task: describe an organic reaction: reactants, conditions, products, and yield Reactants: NC1=CC=CC=C1 (aniline), C(C)(C)(C)ON=O (t-butylnitrite), C(C)(C)(C)ON=O (t-butylnitrite), C(C=C)Br (allyl bromide), [N+](=O)([O-])C1=CC(=C(N)C=C1)C(F)(F)F (4-nitro-2-trifluoromethylaniline). Run in CC#N (CH3CN). Reaction conditions: temperature 18.5 celsius, time 1 hour. The product is C(C=C)C1=C(C=C(C=C1)[N+](=O)[O-])C(F)(F)F (allyl-4-nitro-2-trifluoromethylbenzene). Isolated yield 84.6%. As a reaction SMILES: [C:1](ON=O)(C)([CH3:3])[CH3:2].C(Br)C=C.[N+:12]([C:15]1[CH:21]=[CH:20][C:18](N)=[C:17]([C:22]([F:25])([F:24])[F:23])[CH:16]=1)([O-:14])=[O:13].NC1C=CC=CC=1>CC#N>[CH2:3]([C:18]1[CH:20]=[CH:21][C:15]([N+:12]([O-:14])=[O:13])=[CH:16][C:17]=1[C:22]([F:25])([F:24])[F:23])[CH:1]=[CH2:2]. Reported procedure: To a solution of t-butylnitrite (535 μl, 4.5 mmol) and allyl bromide (3.9 ml, 45.0 mmol) in CH3CN (3 ml), 4-nitro-2-trifluoromethylaniline (618 mg, 3.0 mmol) was added during 20 minutes while maintaining the temperature of the reaction mixture at 18-19° C. At the end of the addition of the aniline, extra t-butylnitrite (180 μl, 1.5 mmol) was added to the reaction mixture which then was stirred at 25° C. for one hour. The volatile material in the reaction mixture was removed at reduced pressure. ... Reactants: CCO, O=[N+]([O-])c1ccc(Cl)c(-c2ncc(-c3ccccc3)[nH]2)c1. Yields the product Nc1ccc(Cl)c(-c2ncc(-c3ccccc3)[nH]2)c1. RXN SMILES: [CH3:22][CH2:23][OH:24].[Cl:1][c:2]1[c:3](-[c:11]2[nH:12][c:13](-[c:16]3[cH:17][cH:18][cH:19][cH:20][cH:21]3)[cH:14][n:15]2)[cH:4][c:5]([N+:8]([O-:9])=[O:10])[cH:6][cH:7]1>>[Cl:1][c:2]1[c:3](-[c:11]2[nH:12][c:13](-[c:16]3[cH:17][cH:18][cH:19][cH:20][cH:21]3)[cH:14][n:15]2)[cH:4][c:5]([NH2:8])[cH:6][cH:7]1.